This data is from the Open Reaction Database (ORD), a public repository of structured organic reaction records. The task is: describe an organic reaction: reactants, conditions, products, and yield Starting materials: N(N)C(=O)OC (hydrazinecarboxylic acid, methyl ester), N1=CC=CC=C1 (pyridine), C(C)(C)(C)CC(=O)Cl (t-butylacetyl chloride). Solvent: ClCCl (dichloromethane). Product: CC(CC(=O)NNC(=O)OC)(C)C (2-(3,3-dimethyl-l-oxobutyl)hydrazinecarboxylic acid, methyl ester). Yield: 95.0%. RXN SMILES: [NH:1]([C:3]([O:5][CH3:6])=[O:4])[NH2:2].N1C=CC=CC=1.[C:13]([CH2:17][C:18](Cl)=[O:19])([CH3:16])([CH3:15])[CH3:14]>ClCCl>[CH3:14][C:13]([CH3:16])([CH3:15])[CH2:17][C:18]([NH:2][NH:1][C:3]([O:5][CH3:6])=[O:4])=[O:19]. Procedure details: A solution of 65.5 g of hydrazinecarboxylic acid, methyl ester, 150 ml of dry pyridine and 500 ml of dry dichloromethane was stirred at 0° C. and 100 g of distilled t-butylacetyl chloride was added dropwise. After 2 hours at 0°-5° C. the solvent was removed in vacuo. The residue was taken up in 1.2 liters of ethyl acetate, washed with saturated sodium chloride and filtered through a bed of hydrous magnesium silicate with additional ethyl acetate. The filtrate was concentrated and the solid recry... Conditions: temperature 40 celsius, time 30 minute. The product is C(CCC)C1=C(C(N(C=2N1N=C(N2)C)C2CCOCC2)=O)CC2=CC=C(C=C2)C2=C(C=CC=C2)C2=NOC(N2)=O (7-butyl-2-methyl-6-{[2′-(5-oxo-4,5-dihydro-1,2,4-oxadiazol-3-yl)biphenyl-4-yl]methyl}-4-(tetrahydro-2H-pyran-4-yl)[1,2,4]triazolo[1,5-a]pyrimidin-5(4H)-one). The reactants are [Cl-].O[NH3+] (hydroxylammonium chloride), C(O)([O-])=O.[Na+] (sodium hydrogen carbonate), CS(=O)C (dimethyl sulfoxide), C(CCC)C1=C(C(N(C=2N1N=C(N2)C)C2CCOCC2)=O)CC2=CC=C(C=C2)C=2C(=CC=CC2)C#N (4′-{[7-butyl-2-methyl-5-oxo-4-(tetrahydro-2H-pyran-4-yl)-4,5-dihydro[1,2,4]triazolo[1,5-a]pyrimidin-6-yl]methyl}biphenyl-2-carbonitrile). Solvent: C(C)(=O)OCC (ethyl acetate). RXN SMILES: [Cl-].O[NH3+:3].[C:4](=[O:7])([O-])[OH:5].[Na+].CS(C)=O.[CH2:13]([C:17]1[N:22]2[N:23]=[C:24]([CH3:26])[N:25]=[C:21]2[N:20]([CH:27]2[CH2:32][CH2:31][O:30][CH2:29][CH2:28]2)[C:19](=[O:33])[C:18]=1[CH2:34][C:35]1[CH:40]=[CH:39][C:38]([C:41]2[C:42]([C:47]#[N:48])=[CH:43][CH:44]=[CH:45][CH:46]=2)=[CH:37][CH:36]=1)[CH2:14][CH2:15][CH3:16]>C(OCC)(=O)C>[CH2:13]([C:17]1[N:22]2[N:23]=[C:24]([CH3:26])[N:25]=[C:21]2[N:20]([CH:27]2[CH2:28][CH2:29][O:30][CH2:31][CH2:32]2)[C:19](=[O:33])[C:18]=1[CH2:34][C:35]1[CH:36]=[CH:37][C:38]([C:41]2[CH:46]=[CH:45][CH:44]=[CH:43][C:42]=2[C:47]2[NH:3][C:4](=[O:7])[O:5][N:48]=2)=[CH:39][CH:40]=1)[CH2:14][CH2:15][CH3:16] |f:0.1,2.3|. Yield: 53.1%. Reported procedure: A mixture of hydroxylammonium chloride (1.1 g), sodium hydrogen carbonate (1.8 g) and dimethyl sulfoxide (15 mL) was stirred at 40° C. for 30 min, 4′-{[7-butyl-2-methyl-5-oxo-4-(tetrahydro-2H-pyran-4-yl)-4,5-dihydro[1,2,4]triazolo[1,5-a]pyrimidin-6-yl]methyl}biphenyl-2-carbonitrile (0.52 g) was added, and the mixture was stirred at 90° C. for 16 hr. The reaction mixture was diluted with ethyl acetate, washed with water and then with saturated brine, and dried over anhydrous magnesium sulfate. Th... The reactants are Sc1ccncc1Br, CCOC(=O)C(C)(C)Br, [Na+], [Na+], O=C([O-])[O-], CN(C)C=O. Yields the product CCOC(=O)C(C)(C)Sc1ccncc1Br. Reaction SMILES: [Br:1][c:2]1[cH:3][n:4][cH:5][cH:6][c:7]1[SH:8].[Br:9][C:10]([C:11](=[O:12])[O:13][CH2:14][CH3:15])([CH3:16])[CH3:17].[Na+:18].[Na+:19].[O-:20][C:21](=[O:22])[O-:23].[O:24]=[CH:25][N:26]([CH3:27])[CH3:28]>>[Br:1][c:2]1[cH:3][n:4][cH:5][cH:6][c:7]1[S:8][C:10]([C:11](=[O:12])[O:13][CH2:14][CH3:15])([CH3:16])[CH3:17]. Starting materials: N1N=CC=C1 (pyrazole), ClC=1N=C(C2=C(N1)SC(=C2)C(F)(F)F)NCC2=CC(=C(C=C2)Cl)Cl (2-chloro-6-trifluoromethyl-4-(3,4-dichlorobenzylamino)-thieno-[2,3-d]-pyrimidine). Yields the product N1(N=CC=C1)C=1N=C(C2=C(N1)SC(=C2)C(F)(F)F)NCC2=CC(=C(C=C2)Cl)Cl (2-(pyrazol-1-yl)-6-trifluoromethyl-4-(3,4-dichlorobenzylamino)-thieno-[2,3-d]-pyrimidine). Reaction SMILES: [NH:1]1[CH:5]=[CH:4][CH:3]=[N:2]1.Cl[C:7]1[N:8]=[C:9]([NH:20][CH2:21][C:22]2[CH:27]=[CH:26][C:25]([Cl:28])=[C:24]([Cl:29])[CH:23]=2)[C:10]2[CH:15]=[C:14]([C:16]([F:19])([F:18])[F:17])[S:13][C:11]=2[N:12]=1>>[N:1]1([C:7]2[N:8]=[C:9]([NH:20][CH2:21][C:22]3[CH:27]=[CH:26][C:25]([Cl:28])=[C:24]([Cl:29])[CH:23]=3)[C:10]3[CH:15]=[C:14]([C:16]([F:18])([F:19])[F:17])[S:13][C:11]=3[N:12]=2)[CH:5]=[CH:4][CH:3]=[N:2]1. Reported procedure: Following the procedure of Example 97, the reaction of pyrazole with 2-chloro-6-trifluoromethyl-4-(3,4-dichlorobenzylamino)-thieno-[2,3-d]-pyrimidine gives 2-(pyrazol-1-yl)-6-trifluoromethyl-4-(3,4-dichlorobenzylamino)-thieno-[2,3-d]-pyrimidine.